From a dataset of the Open Reaction Database (ORD), a public repository of structured organic reaction records. describe an organic reaction: reactants, conditions, products, and yield Reactants: O=C(c1ccc(Cl)cc1)c1ccc(Br)cc1, CC(C)[Mg+], [Cl-], Cl[Ni]Cl, C1CCOC1, CCC(P(c1ccccc1)c1ccccc1)P(c1ccccc1)c1ccccc1. Product: CC(C)c1ccc(C(=O)c2ccc(Cl)cc2)cc1. RXN SMILES: [Br:1][c:2]1[cH:3][cH:4][c:5]([C:8](=[O:9])[c:10]2[cH:11][cH:12][c:13]([Cl:16])[cH:14][cH:15]2)[cH:6][cH:7]1.[CH:18]([CH3:19])([CH3:20])[Mg+:21].[Cl-:17].[Ni:27]([Cl:28])[Cl:29].[O:22]1[CH2:23][CH2:24][CH2:25][CH2:26]1.[c:30]1([P:31]([CH:32]([P:33]([c:34]2[cH:35][cH:36][cH:37][cH:38][cH:39]2)[c:40]2[cH:41][cH:42][cH:43][cH:44][cH:45]2)[CH2:46][CH3:47])[c:48]2[cH:49][cH:50][cH:51][cH:52][cH:53]2)[cH:54][cH:55][cH:56][cH:57][cH:58]1>>[c:2]1([CH:18]([CH3:19])[CH3:20])[cH:3][cH:4][c:5]([C:8](=[O:9])[c:10]2[cH:11][cH:12][c:13]([Cl:16])[cH:14][cH:15]2)[cH:6][cH:7]1. Yields the product C(=O)C=1C=C(C=C(C1OC)C1=CC(=CC=C1)[N+](=O)[O-])S(=O)(=O)N (5-formyl-6-methoxy-3′-nitro-biphenyl-3-sulfonamide). The reactants are BrC=1C=C(C=C(C1OC)C=O)S(=O)(=O)N (3-bromo-5-formyl-4-methoxy-benzenesulfonamide), [N+](=O)([O-])C=1C=C(C=CC1)B(O)O (3-nitrobenzene boronic acid). Procedure details: Proceeding as in Reference 19, but substituting 3-bromo-5-formyl-4-methoxy-benzenesulfonamide and 3-nitrobenzene boronic acid, gave 5-formyl-6-methoxy-3′-nitro-biphenyl-3-sulfonamide. Reaction SMILES: Br[C:2]1[CH:3]=[C:4]([S:12]([NH2:15])(=[O:14])=[O:13])[CH:5]=[C:6]([CH:10]=[O:11])[C:7]=1[O:8][CH3:9].[N+:16]([C:19]1[CH:20]=[C:21](B(O)O)[CH:22]=[CH:23][CH:24]=1)([O-:18])=[O:17]>>[CH:10]([C:6]1[CH:5]=[C:4]([S:12]([NH2:15])(=[O:14])=[O:13])[CH:3]=[C:2]([C:23]2[CH:22]=[CH:21][CH:20]=[C:19]([N+:16]([O-:18])=[O:17])[CH:24]=2)[C:7]=1[O:8][CH3:9])=[O:11]. Starting materials: CC(=O)N1CCNCC1, CCS(=O)c1ncc2cc(-c3ccccc3)c(-c3ccc(C=O)cc3)nc2n1, C1COCCO1. Product: CC(=O)N1CCN(c2ncc3cc(-c4ccccc4)c(-c4ccc(C=O)cc4)nc3n2)CC1. As a reaction SMILES: [C:29]([CH3:30])(=[O:31])[N:32]1[CH2:33][CH2:34][NH:35][CH2:36][CH2:37]1.[CH2:1]([S:2](=[O:3])[c:5]1[n:6][cH:7][c:8]2[c:9]([n:10]1)[n:11][c:12](-[c:21]1[cH:22][cH:23][c:24]([CH:25]=[O:26])[cH:27][cH:28]1)[c:13](-[c:15]1[cH:16][cH:17][cH:18][cH:19][cH:20]1)[cH:14]2)[CH3:4].[O:38]1[CH2:39][CH2:40][O:41][CH2:42][CH2:43]1>>[c:5]1([N:35]2[CH2:34][CH2:33][N:32]([C:29]([CH3:30])=[O:31])[CH2:37][CH2:36]2)[n:6][cH:7][c:8]2[c:9]([n:10]1)[n:11][c:12](-[c:21]1[cH:22][cH:23][c:24]([CH:25]=[O:26])[cH:27][cH:28]1)[c:13](-[c:15]1[cH:16][cH:17][cH:18][cH:19][cH:20]1)[cH:14]2. Reactants: COC(CN)=O (glycine methyl ester), OC=1C=C(C=O)C=CC1OC (3-hydroxy-4-methoxybenzaldehyde). Product: OC=1C=C(CNCC(=O)OC)C=CC1OC (methyl 2-(3-hydroxy-4-methoxybenzylamino)acetate). The yield is 47.0%. Reaction SMILES: [CH3:1][O:2][C:3](=[O:6])[CH2:4][NH2:5].[OH:7][C:8]1[CH:9]=[C:10]([CH:13]=[CH:14][C:15]=1[O:16][CH3:17])[CH:11]=O>>[OH:7][C:8]1[CH:9]=[C:10]([CH:13]=[CH:14][C:15]=1[O:16][CH3:17])[CH2:11][NH:5][CH2:4][C:3]([O:2][CH3:1])=[O:6]. Procedure: Prepared as in example 10-10a from glycine methyl ester and 3-hydroxy-4-methoxybenzaldehyde. Yield 47%. MS M+H calculated 226.1; found 226.1. Reactants: C[Si](CCOCN(C1=CC(=NC=2N1N=CC2I)C2CCN(CC2)C(=O)OC(C)(C)C)COCC[Si](C)(C)C)(C)C (tert-butyl 4-(7-(bis((2-(trimethylsilyl)ethoxy)methyl)amino)-3-iodopyrazolo[1,5-a]pyrimidin-5-yl)piperidine-1-carboxylate), C1(=CC=CC=C1)C1=NC=C(C=C1)B1OC(C(O1)(C)C)(C)C (2-phenyl-5-(4,4,5,5-tetramethyl-1,3,2-dioxaborolan-2-yl)pyridine), ClCCl (dichloromethane), C(=O)([O-])[O-].[K+].[K+] (K2CO3). The product is C[Si](CCOCN(C1=CC(=NC=2N1N=CC2C=2C=NC(=CC2)C2=CC=CC=C2)C2CCN(CC2)C(=O)OC(C)(C)C)COCC[Si](C)(C)C)(C)C (tert-butyl 4-(7-(bis((2-(trimethylsilyl)ethoxy)methyl)amino)-3-(6-phenyl pyridin-3-yl)pyrazolo[1,5-a]pyrimidin-5-yl)piperidine-1-carboxy late). Reaction conditions: temperature 100 celsius, time 8 hour. Procedure details: To a pressure tube were charged tert-butyl 4-(7-(bis((2-(trimethylsilyl)ethoxy)methyl)amino)-3-iodopyrazolo[1,5-a]pyrimidin-5-yl)piperidine-1-carboxylate (Int-9g, 1.7 g, 2.4 mmol), 2-phenyl-5-(4,4,5,5-tetramethyl-1,3,2-dioxaborolan-2-yl)pyridine (800 mg, 2.8 mmol), [1,1′-bis(diphenylphosphino)-ferrocene]dichloropalladium(II) complex with dichloromethane (1:1) (100 mg, 0.12 mmol), K2CO3 (666 mg, 4.8 mmol), DME (10 mL) and water (5 mL). The tube was degassed with Ar briefly, capped and heated at 1... Reaction SMILES: [CH3:1][Si:2]([CH3:40])([CH3:39])[CH2:3][CH2:4][O:5][CH2:6][N:7]([CH2:31][O:32][CH2:33][CH2:34][Si:35]([CH3:38])([CH3:37])[CH3:36])[C:8]1[N:13]2[N:14]=[CH:15][C:16](I)=[C:12]2[N:11]=[C:10]([CH:18]2[CH2:23][CH2:22][N:21]([C:24]([O:26][C:27]([CH3:30])([CH3:29])[CH3:28])=[O:25])[CH2:20][CH2:19]2)[CH:9]=1.[C:41]1([C:47]2[CH:52]=[CH:51][C:50](B3OC(C)(C)C(C)(C)O3)=[CH:49][N:48]=2)[CH:46]=[CH:45][CH:44]=[CH:43][CH:42]=1.ClCCl.C([O-])([O-])=O.[K+].[K+]>O.COCCOC>[CH3:1][Si:2]([CH3:40])([CH3:39])[CH2:3][CH2:4][O:5][CH2:6][N:7]([CH2:31][O:32][CH2:33][CH2:34][Si:35]([CH3:38])([CH3:37])[CH3:36])[C:8]1[N:13]2[N:14]=[CH:15][C:16]([C:50]3[CH:49]=[N:48][C:47]([C:41]4[CH:46]=[CH:45][CH:44]=[CH:43][CH:42]=4)=[CH:52][CH:51]=3)=[C:12]2[N:11]=[C:10]([CH:18]2[CH2:23][CH2:22][N:21]([C:24]([O:26][C:27]([CH3:30])([CH3:29])[CH3:28])=[O:25])[CH2:20][CH2:19]2)[CH:9]=1 |f:3.4.5|. Solvent: O (water), COCCOC (DME). The yield is 57.0%. The reactants are CO.C(C1=CC=CC=C1)(=O)OC1=CC=C(C=C1)C1=CC(=C(C=C1)OCCC(C)(C)C)[N+](=O)[O-] (4′-(3,3-dimethylbutyloxy)-3′-nitro(1,1′-biphenyl)-4-yl benzoate methanol), [OH-].[Li+] (lithium hydroxide), Cl (hydrochloric acid). Product: CC(CCOC1=C(C=C(C=C1)C1=CC=C(C=C1)O)[N+](=O)[O-])(C)C (4′-(3,3-dimethylbutyloxy)-3′-nitro(1,1′-biphenyl)-4-ol). As a reaction SMILES: CO.C([O:11][C:12]1[CH:17]=[CH:16][C:15]([C:18]2[CH:23]=[CH:22][C:21]([O:24][CH2:25][CH2:26][C:27]([CH3:30])([CH3:29])[CH3:28])=[C:20]([N+:31]([O-:33])=[O:32])[CH:19]=2)=[CH:14][CH:13]=1)(=O)C1C=CC=CC=1.[OH-].[Li+].Cl>>[CH3:28][C:27]([CH3:30])([CH3:29])[CH2:26][CH2:25][O:24][C:21]1[CH:22]=[CH:23][C:18]([C:15]2[CH:16]=[CH:17][C:12]([OH:11])=[CH:13][CH:14]=2)=[CH:19][C:20]=1[N+:31]([O-:33])=[O:32] |f:0.1,2.3|. Procedure details: In synthesizing the liquid crystal material of Formula 1(10), first, benzoyl chloride was dropped into 4,4′-biphenol pyridine solution, and the resultant was subsequently stirred all night at room temperature. The obtained precipitated substance was filtrated, and subsequently 4′-hydroxy-4-biphenyl benzoate was obtained by column chromatography with the use of silica-gel. Subsequently, 4′-hydroxy-4-biphenyl benzoate was dispersed into acetic acid. Thereafter, while temperature was kept at 15 deg...